This data is from the Open Reaction Database (ORD), a public repository of structured organic reaction records. The task is: describe an organic reaction: reactants, conditions, products, and yield Starting materials: NC1=CC=C(C=C1)SC=1SC2=C(N1)C=CC=C2 (2-(4-Aminophenylthio)benzothiazole), ClC1=C(C=C(C=C1)N=C=S)C(F)(F)F (4-chloro-3-trifluoromethylphenylisothiocyanate). Yields the product S1C(=NC2=C1C=CC=C2)SC2=CC=C(C=C2)NC(=S)NC2=CC(=C(C=C2)Cl)C(F)(F)F (1-[4-(2-Benzothiazolylthio)phenyl]-3-(4-chloro-3-trifluoromethylphenyl)thiourea). RXN SMILES: [NH2:1][C:2]1[CH:7]=[CH:6][C:5]([S:8][C:9]2[S:10][C:11]3[CH:17]=[CH:16][CH:15]=[CH:14][C:12]=3[N:13]=2)=[CH:4][CH:3]=1.[Cl:18][C:19]1[CH:24]=[CH:23][C:22]([N:25]=[C:26]=[S:27])=[CH:21][C:20]=1[C:28]([F:31])([F:30])[F:29]>>[S:10]1[C:11]2[CH:17]=[CH:16][CH:15]=[CH:14][C:12]=2[N:13]=[C:9]1[S:8][C:5]1[CH:4]=[CH:3][C:2]([NH:1][C:26]([NH:25][C:22]2[CH:23]=[CH:24][C:19]([Cl:18])=[C:20]([C:28]([F:31])([F:29])[F:30])[CH:21]=2)=[S:27])=[CH:7][CH:6]=1. Procedure details: 2-(4-Aminophenylthio)benzothiazole (10.0 moles, 2.6 g) and 4-chloro-3-trifluoromethylphenylisothiocyanate (10.0 moles, 2.4 g) were reacted according to procedure C to yield of the title compound, 1.5 g, 30%. Mass Spec (FD) 495. Calculated for C21H13ClF3N3S3 : C, 50.85 H, 2.64 N, 8.47. Found: C, 51.02; H, 2.71; N, 8.31. The reactants are CC1=C(C=CC=C1)N1CCC=2C(NC=3C(=CC=CC3C21)C)=O (1-(2-Methylphenyl)-4-oxo-6-methyl-2,3,4,5-tetrahydropyrrolo[3,2-c]quinoline), C1(=CC=CC=C1)OC1=CC=CC=C1 (diphenyl ether). The reagents and catalysts are [Pd] (palladium on charcoal). Solvent: C(C)(=O)OCC (ethyl acetate). Product: CC1=C(C=CC=C1)N1C=CC=2C(NC=3C(=CC=CC3C21)C)=O (1-(2-methylphenyl)-4-oxo-6-methyl-4,5-dihydropyrrolo[3,2-c]quinoline). Reaction SMILES: [CH3:1][C:2]1[CH:7]=[CH:6][CH:5]=[CH:4][C:3]=1[N:8]1[C:20]2[C:19]3[CH:18]=[CH:17][CH:16]=[C:15]([CH3:21])[C:14]=3[NH:13][C:12](=[O:22])[C:11]=2[CH2:10][CH2:9]1.C1(OC2C=CC=CC=2)C=CC=CC=1>[Pd].C(OCC)(=O)C>[CH3:1][C:2]1[CH:7]=[CH:6][CH:5]=[CH:4][C:3]=1[N:8]1[C:20]2[C:19]3[CH:18]=[CH:17][CH:16]=[C:15]([CH3:21])[C:14]=3[NH:13][C:12](=[O:22])[C:11]=2[CH:10]=[CH:9]1. Reported procedure: 1-(2-Methylphenyl)-4-oxo-6-methyl-2,3,4,5-tetrahydropyrrolo[3,2-c]quinoline(9.25 g), diphenyl ether (75 ml) and 10% palladium on charcoal (1 g) were heated at reflux for 4 hours, cooled, diluted with ethyl acetate, and filtered through celite. Further dilution with ethyl acetate induced crystallisation of 1-(2-methylphenyl)-4-oxo-6-methyl-4,5-dihydropyrrolo[3,2-c]quinoline (6.68g), m.p. 226°-232°, which was used without further purification. Reactants: BrC1=NC=2N3C(N(C(C2N1)=O)CC1=NC2=CC=CC=C2C(=N1)C)=NCC3 (2-bromo-5-((4-methylquinazolin-2-yl)methyl)-7,8-dihydro-3H-imidazo[2,1-b]purin-4(5H)-one), CCN(C(C)C)C(C)C (Hunig's base), BrCC#CC (1-bromo-2-butyne), BrCC#CC (1-bromo-2-butyne). The solvent is CN(C)C=O (DMF). The product is BrC1=NC=2N3C(N(C(C2N1CC#CC)=O)CC1=NC2=CC=CC=C2C(=N1)C)=NCC3 (2-bromo-3-(but-2-ynyl)-5-((4-methylquinazolin-2-yl)methyl)-7,8-dihydro-3H-imidazo[2,1-b]purin-4(5H)-one). As a reaction SMILES: [Br:1][C:2]1[NH:10][C:9]2[C:8](=[O:11])[N:7]([CH2:12][C:13]3[N:22]=[C:21]([CH3:23])[C:20]4[C:15](=[CH:16][CH:17]=[CH:18][CH:19]=4)[N:14]=3)[C:6]3=[N:24][CH2:25][CH2:26][N:5]3[C:4]=2[N:3]=1.CCN(C(C)C)C(C)C.Br[CH2:37][C:38]#[C:39][CH3:40]>CN(C=O)C>[Br:1][C:2]1[N:10]([CH2:37][C:38]#[C:39][CH3:40])[C:9]2[C:8](=[O:11])[N:7]([CH2:12][C:13]3[N:22]=[C:21]([CH3:23])[C:20]4[C:15](=[CH:16][CH:17]=[CH:18][CH:19]=4)[N:14]=3)[C:6]3=[N:24][CH2:25][CH2:26][N:5]3[C:4]=2[N:3]=1. Reported procedure: To 2-bromo-5-((4-methylquinazolin-2-yl)methyl)-7,8-dihydro-3H-imidazo[2,1-b]purin-4(5H)-one 15 (470 mg, 1.14 mmol) in DMF (5 ml) was added Hunig's base (0.3 ml, 1.71 mmol) and 1-bromo-2-butyne (0.145 ml, 1.6 mmol) at room temperature. The mixture was stirred over night. Another 0.103 ml (1.14 mmol) of 1-bromo-2-butyne was added and stirred over night. The reaction was extracted by DCM twice, washed with NaHCO3 and brine, dried (MgSO4) and concentrated. The crude product was purified by flash chr... Reactants: NC1=CC=C(CCO)C=C1 (4-aminophenethyl alcohol), BrC(C(=O)C1=CC=CC=C1)C (2-bromopropiophenone). Solvent: CN(C)C=O (DMF). Run at time 3 day. Product: OCCC1=CC=C(C=C1)NC(C(=O)C1=CC=CC=C1)C (2-{[4-(2-hydroxyethyl)phenyl]amino}-1-phenyl-1-propanone). Reaction SMILES: [NH2:1][C:2]1[CH:10]=[CH:9][C:5]([CH2:6][CH2:7][OH:8])=[CH:4][CH:3]=1.Br[CH:12]([CH3:21])[C:13]([C:15]1[CH:20]=[CH:19][CH:18]=[CH:17][CH:16]=1)=[O:14]>CN(C=O)C>[OH:8][CH2:7][CH2:6][C:5]1[CH:9]=[CH:10][C:2]([NH:1][CH:12]([CH3:21])[C:13]([C:15]2[CH:20]=[CH:19][CH:18]=[CH:17][CH:16]=2)=[O:14])=[CH:3][CH:4]=1. Procedure: A mixture of 4-aminophenethyl alcohol (690 mg, 5.0 mmol), 2-bromopropiophenone (2.1 g, 10 mmol) potassium carbonate (690 mg, 5.0 mmol) in DMF (50 mL) was stirred at ambient temperature for 3 days. The mixture was partitioned between ethyl acetate and water. The combined organic phase was dried (Na2SO4) and concentrated under reduced pressure. The residue was purified by flash column chromatography on silica gel eluting with hexane/ethyl acetate (2:1) to afford the title compound quantitatively a...